From a dataset of the Open Reaction Database (ORD), a public repository of structured organic reaction records. describe an organic reaction: reactants, conditions, products, and yield Reactants: ClC1=CC=C(C(C(=O)N)=C1)O (5-chlorosalicylamide), C(C)C=1C=CC(=NC1)C (5-ethyl-2-methyl-pyridine), Cl (hydrochloric acid), ClC(=O)OCC (ethyl chloroformate). Run in C(C)(=O)OCCCC (n-butyl acetate), O (water). Run at temperature 2.5 celsius, time 1 hour. Product: ClC=1C=CC2=C(C(NC(O2)=O)=O)C1 (6-chloro-2H-1,3-benzoxazine-2,4(3H)-dione). Isolated yield 92.8%. Reaction SMILES: [Cl:1][C:2]1[CH:10]=[C:6]([C:7]([NH2:9])=[O:8])[C:5]([OH:11])=[CH:4][CH:3]=1.C(C1C=CC(C)=NC=1)C.Cl[C:22](OCC)=[O:23].Cl>C(OCCCC)(=O)C.O>[Cl:1][C:2]1[CH:3]=[CH:4][C:5]2[O:11][C:22](=[O:23])[NH:9][C:7](=[O:8])[C:6]=2[CH:10]=1. Procedure: 5-chlorosalicylamide (300 g, 1.75 mol) and water (900 ml) were placed in a 3 liter, 4-neck round-bottomed flask under a nitrogen atmosphere and stirred. 5-ethyl-2-methyl-pyridine (284 g, 2.27 mol) and n-butyl acetate (900 ml) were added to the mixture. The mixture was cooled to 0-5° C. (jacket-10° C.) and dropwise addition of ethyl chloroformate (233 g, 2.10 mol) was started. This addition continued over a period of approximately one hour. When the addition was completed, the reaction mixture wa...